Dataset: the Open Reaction Database (ORD), a public repository of structured organic reaction records. Task: describe an organic reaction: reactants, conditions, products, and yield Starting materials: CCOC(=O)Cn1ccc2cc(O)ccc21, CCCCP(CCCC)CCCC, OCCCC#Cc1ccc(OC(F)(F)F)cc1. Product: CCOC(=O)Cn1ccc2cc(OCCCC#Cc3ccc(OC(F)(F)F)cc3)ccc21. Reaction SMILES: [CH2:1]([CH3:2])[O:3][C:4]([CH2:5][n:6]1[cH:7][cH:8][c:9]2[cH:10][c:11]([OH:15])[cH:12][cH:13][c:14]12)=[O:16].[CH2:34]([P:35]([CH2:36][CH2:37][CH2:38][CH3:39])[CH2:40][CH2:41][CH2:42][CH3:43])[CH2:44][CH2:45][CH3:46].[F:17][C:18]([O:19][c:20]1[cH:21][cH:22][c:23]([C:26]#[C:27][CH2:28][CH2:29][CH2:30][OH:31])[cH:24][cH:25]1)([F:32])[F:33]>>[CH2:1]([CH3:2])[O:3][C:4]([CH2:5][n:6]1[cH:7][cH:8][c:9]2[cH:10][c:11]([O:15][CH2:30][CH2:29][CH2:28][C:27]#[C:26][c:23]3[cH:22][cH:21][c:20]([O:19][C:18]([F:17])([F:32])[F:33])[cH:25][cH:24]3)[cH:12][cH:13][c:14]12)=[O:16]. Reactants: C(#N)C1=NC=C(C(=C1)C)[N+](=O)[O-] (2-cyano-4-methyl-5-nitropyridine), DMF-dimethylacetal, CN(C)C=O (DMF). The product is C(#N)C1=NC=C(C(=C1)C=CN(C)C)[N+](=O)[O-] (2-Cyano-4-(2-dimethylaminoethenyl)-5-nitropyridine). Reaction SMILES: [C:1]([C:3]1[CH:8]=[C:7]([CH3:9])[C:6]([N+:10]([O-:12])=[O:11])=[CH:5][N:4]=1)#[N:2].[CH3:13][N:14]([CH:16]=O)[CH3:15]>>[C:1]([C:3]1[CH:8]=[C:7]([CH:9]=[CH:13][N:14]([CH3:16])[CH3:15])[C:6]([N+:10]([O-:12])=[O:11])=[CH:5][N:4]=1)#[N:2]. Procedure details: A stirred solution of 2-cyano-4-methyl-5-nitropyridine (2.48 g, 15.2 mmol) in DMF (10 mL) and DMF-dimethylacetal (2.7 mL, 20 mmol) was heated to 90° C. for two h. The solution was cooled and evaporated in vacuo to give the title compound as a deep red solid: Starting materials: C1CCOC1, CS(=O)(=O)O, CN(C)c1ccncc1, CCN(C(C)C)C(C)C, NCc1cc(F)c(Nc2cc(C3CC3)[nH]n2)nc1NC(CO)c1ccc(F)cc1. Yields the product CS(=O)(=O)NCc1cc(F)c(Nc2cc(C3CC3)[nH]n2)nc1NC(CO)c1ccc(F)cc1. Reaction SMILES: [CH2:53]1[O:54][CH2:55][CH2:56][CH2:57]1.[CH3:30][S:31]([OH:32])(=[O:33])=[O:34].[CH3:44][N:45]([c:46]1[cH:47][cH:48][n:49][cH:50][cH:51]1)[CH3:52].[CH:35]([N:36]([CH2:37][CH3:38])[CH:39]([CH3:40])[CH3:41])([CH3:42])[CH3:43].[NH2:1][CH2:2][c:3]1[c:4]([NH:19][CH:20]([CH2:21][OH:22])[c:23]2[cH:24][cH:25][c:26]([F:29])[cH:27][cH:28]2)[n:5][c:6]([NH:10][c:11]2[n:12][nH:13][c:14]([CH:16]3[CH2:17][CH2:18]3)[cH:15]2)[c:7]([F:9])[cH:8]1>>[NH:1]([CH2:2][c:3]1[c:4]([NH:19][CH:20]([CH2:21][OH:22])[c:23]2[cH:24][cH:25][c:26]([F:29])[cH:27][cH:28]2)[n:5][c:6]([NH:10][c:11]2[n:12][nH:13][c:14]([CH:16]3[CH2:17][CH2:18]3)[cH:15]2)[c:7]([F:9])[cH:8]1)[S:31]([CH3:30])(=[O:32])=[O:33]. Starting materials: C(C1=CC=CC=C1)NC1=C2N=CN(C2=NC(=N1)Cl)C(C)C (6-Benzylamino-2-chloro-9-isopropylpurine), NCCCO (3-aminopropanol). The product is OCCCNC1=NC(=C2N=CN(C2=N1)C(C)C)NCC1=CC=CC=C1 (2-[(3-hydroxypropyl)amino]-6-benzylamino-9-isopropylpurine). The yield is 82.0%. RXN SMILES: [CH2:1]([NH:8][C:9]1[N:17]=[C:16](Cl)[N:15]=[C:14]2[C:10]=1[N:11]=[CH:12][N:13]2[CH:19]([CH3:21])[CH3:20])[C:2]1[CH:7]=[CH:6][CH:5]=[CH:4][CH:3]=1.[NH2:22][CH2:23][CH2:24][CH2:25][OH:26]>>[OH:26][CH2:25][CH2:24][CH2:23][NH:22][C:16]1[N:15]=[C:14]2[C:10]([N:11]=[CH:12][N:13]2[CH:19]([CH3:21])[CH3:20])=[C:9]([NH:8][CH2:1][C:2]2[CH:7]=[CH:6][CH:5]=[CH:4][CH:3]=2)[N:17]=1. Reported procedure: 2-Chloroderivative (2) (0.5 mmol) and 3 ml of 3-aminopropanol were heated for 3 hours to 160° C. (sealed ampoule). Excess of the amine was evaporated at a temperature below 70° C. and the residue was purified by column chromatography (stepwise 0; 1; 2% MEOH in CHCl3) and crystallized from diethyl ether afforded the product in 82% yield; m.p. 98-101° C. The reactants are [N+](=O)([O-])C1=C2C=COC(C2=CC=C1)=O (5-nitro-isochromen-1-one), NCC1CN(C1)C(=O)OC(C)(C)C (tert-butyl 3-(aminomethyl)azetidine-1-carboxylate), CO (methanol). The product is [N+](=O)([O-])C1=C2C=CN(C(C2=CC=C1)=O)CC1CN(C1)C(=O)OC(C)(C)C (tert-Butyl 3-((5-nitro-1-oxoisoquinolin-2(1H)-yl)methyl)azetidine-1-carboxylate). RXN SMILES: [N+:1]([C:4]1[CH:13]=[CH:12][CH:11]=[C:10]2[C:5]=1[CH:6]=[CH:7]O[C:9]2=[O:14])([O-:3])=[O:2].[NH2:15][CH2:16][CH:17]1[CH2:20][N:19]([C:21]([O:23][C:24]([CH3:27])([CH3:26])[CH3:25])=[O:22])[CH2:18]1.CO>>[N+:1]([C:4]1[CH:13]=[CH:12][CH:11]=[C:10]2[C:5]=1[CH:6]=[CH:7][N:15]([CH2:16][CH:17]1[CH2:20][N:19]([C:21]([O:23][C:24]([CH3:27])([CH3:26])[CH3:25])=[O:22])[CH2:18]1)[C:9]2=[O:14])([O-:3])=[O:2]. Procedure details: Into a round bottom flask was combined 5-nitro-isochromen-1-one (0.5 g, 0.002 mol), tert-butyl 3-(aminomethyl)azetidine-1-carboxylate (0.975 g, 0.00523 mol), methanol (15 mL, 0.37 mol), and the mixture was heated at reflux for 2 hours. The mixture was cooled to room temperature. LC-MS showed that the starting material was completely consumed. Volatiles were removed and the resulting oil was purified by silica-gel twice in a methanol:methylene chloride (0-10%) gradient and in a EtoAc:Hexane(30-80... Starting materials: CCO, CCOC(=O)C1=Cc2cc(-c3cc(C)cs3)ccc2OCC1, [Na+], C1CCOC1, [OH-]. Product: Cc1csc(-c2ccc3c(c2)C=C(C(=O)O)CCO3)c1. RXN SMILES: [CH2:30]([OH:31])[CH3:32].[CH3:1][c:2]1[cH:3][c:4](-[c:7]2[cH:8][cH:9][c:10]3[c:11]([cH:22]2)[CH:12]=[C:13]([C:17](=[O:18])[O:19][CH2:20][CH3:21])[CH2:14][CH2:15][O:16]3)[s:5][cH:6]1.[Na+:24].[O:25]1[CH2:26][CH2:27][CH2:28][CH2:29]1.[OH-:23]>>[CH3:1][c:2]1[cH:3][c:4](-[c:7]2[cH:8][cH:9][c:10]3[c:11]([cH:22]2)[CH:12]=[C:13]([C:17](=[O:18])[OH:19])[CH2:14][CH2:15][O:16]3)[s:5][cH:6]1. Starting materials: O=C(C(=O)OCC)CC(CCCC)=O (ethyl 2,4-dioxooctanoate), Cl.CON (methoxyamine hydrochloride). Solvent: C(C)O (ethanol). Run at time 15 hour. The product is CON=C(C(=O)OCC)CC(CCCC)=O (Ethyl 2-methoxyimino-4-oxooctanoate). The yield is 72.5%. Reaction SMILES: O=[C:2]([CH2:8][C:9](=[O:14])[CH2:10][CH2:11][CH2:12][CH3:13])[C:3]([O:5][CH2:6][CH3:7])=[O:4].Cl.[CH3:16][O:17][NH2:18]>C(O)C>[CH3:16][O:17][N:18]=[C:2]([CH2:8][C:9](=[O:14])[CH2:10][CH2:11][CH2:12][CH3:13])[C:3]([O:5][CH2:6][CH3:7])=[O:4] |f:1.2|. Reported procedure: To an ethanol (100 ml) solution of ethyl 2,4-dioxooctanoate (20 g) (K. Seki et al., Chem. Pharm. Bull., 32, 1568(1984)) was added, under ice-cooling, methoxyamine hydrochloride (8.4 g), and the mixture was stirred for one hour, then it was stirred for further 15 hours at room temperature. The reaction mixture was concentrated under reduced pressure, to which was added a saturated aqueous solution of sodium hydrogencarbonate, followed by extraction with ether. The extract solution was dried over ... Starting materials: C(C)OC(CC(=O)C1=CC(=C(C=C1)SC1=C(C=CC=C1)C(C)C)C(F)(F)F)=O (3-(4-(2-isopropyl-phenylsulfanyl)-3-trifluoromethyl-phenyl)-3-oxo-propionic acid ethyl ester), Cl.C(=N)N (formamidine hydrochloride), CO (MeOH). Solvent: CC(=O)O (HOAc), CN(C)C=O (DMF). Reaction conditions: temperature 120 celsius. Product: C(C)(C)C1=C(C=CC=C1)SC1=C(C=C(C=C1)C1=CC(=NC=N1)O)C(F)(F)F (6-(4-(2-isopropyl-phenylsulfanyl)-3-trifluoromethyl-phenyl)-pyrmidin-4-ol). Isolated yield 13.9%. RXN SMILES: C([O:3][C:4](=O)[CH2:5][C:6]([C:8]1[CH:13]=[CH:12][C:11]([S:14][C:15]2[CH:20]=[CH:19][CH:18]=[CH:17][C:16]=2[CH:21]([CH3:23])[CH3:22])=[C:10]([C:24]([F:27])([F:26])[F:25])[CH:9]=1)=O)C.Cl.[CH:30]([NH2:32])=[NH:31].CO>CC(O)=O.CN(C=O)C>[CH:21]([C:16]1[CH:17]=[CH:18][CH:19]=[CH:20][C:15]=1[S:14][C:11]1[CH:12]=[CH:13][C:8]([C:6]2[N:32]=[CH:30][N:31]=[C:4]([OH:3])[CH:5]=2)=[CH:9][C:10]=1[C:24]([F:27])([F:26])[F:25])([CH3:23])[CH3:22] |f:1.2|. Procedure details: Then, 6-(4-(2-isopropyl-phenylsulfanyl)-3-trifluoromethyl-phenyl)-pyrmidin-4-ol 46 was prepared as follows. The mixture of compound 45 (10.6 g, 25.8 mmol) and formamidine hydrochloride (10.4 g, 129 mmol) in 20% HOAc in DMF (50 mL) was heated at 120° C. for 3 days. MeOH (50 mL) was added and the resulting solution was purified on a preparative HPLC column, C8 reverse-phase column, eluted with NH4OAc-H2O—CH3CN. Evaporation of solvents gave a white solid 46 (1.40 g, 14%); MS (APCI) m/z 391 (M+H)+. Reactants: CCOC(=O)COc1cccc2c1CCCC(NCC(O)COc1ccccc1)C2, CO, [Na+], [OH-]. The product is [Na+], O=C([O-])COc1cccc2c1CCCC(NCC(O)COc1ccccc1)C2. RXN SMILES: [CH2:1]([CH3:2])[O:3][C:4](=[O:5])[CH2:6][O:7][c:8]1[cH:9][cH:10][cH:11][c:12]2[c:13]1[CH2:14][CH2:15][CH2:16][CH:17]([NH:19][CH2:20][CH:21]([CH2:22][O:23][c:24]1[cH:25][cH:26][cH:27][cH:28][cH:29]1)[OH:30])[CH2:18]2.[CH3:33][OH:34].[Na+:32].[OH-:31]>>[Na+:32].[O:3]=[C:4]([O-:5])[CH2:6][O:7][c:8]1[cH:9][cH:10][cH:11][c:12]2[c:13]1[CH2:14][CH2:15][CH2:16][CH:17]([NH:19][CH2:20][CH:21]([CH2:22][O:23][c:24]1[cH:25][cH:26][cH:27][cH:28][cH:29]1)[OH:30])[CH2:18]2.